The task is: describe an organic reaction: reactants, conditions, products, and yield. This data is from the Open Reaction Database (ORD), a public repository of structured organic reaction records. Starting materials: COCCOC, CC(C)(C)OC(=O)Nc1ccc(B2OC(C)(C)C(C)(C)O2)cc1, CCO, CC1COCCN1c1cc(CS(=O)(=O)c2ccccc2)nc(Cl)n1, [Na+], [Na+], O=C([O-])[O-], CN(C)C=O, O. The product is CC1COCCN1c1cc(CS(=O)(=O)c2ccccc2)nc(-c2ccc(NC(=O)OC(C)(C)C)cc2)n1. As a reaction SMILES: [CH2:60]([CH2:61][O:62][CH3:63])[O:64][CH3:65].[CH3:26][C:27]1([CH3:28])[C:29]([CH3:30])([CH3:31])[O:32][B:33]([c:34]2[cH:35][cH:36][c:37]([NH:40][C:41]([O:42][C:43]([CH3:44])([CH3:45])[CH3:46])=[O:47])[cH:38][cH:39]2)[O:48]1.[CH3:66][CH2:67][OH:68].[Cl:1][c:2]1[n:3][c:4]([CH2:15][S:16](=[O:17])(=[O:18])[c:19]2[cH:20][cH:21][cH:22][cH:23][cH:24]2)[cH:5][c:6]([N:8]2[CH:9]([CH3:14])[CH2:10][O:11][CH2:12][CH2:13]2)[n:7]1.[Na+:49].[Na+:50].[O-:51][C:52](=[O:53])[O-:54].[O:55]=[CH:56][N:57]([CH3:58])[CH3:59].[OH2:25]>>[c:2]1(-[c:34]2[cH:35][cH:36][c:37]([NH:40][C:41]([O:42][C:43]([CH3:44])([CH3:45])[CH3:46])=[O:47])[cH:38][cH:39]2)[n:3][c:4]([CH2:15][S:16](=[O:17])(=[O:18])[c:19]2[cH:20][cH:21][cH:22][cH:23][cH:24]2)[cH:5][c:6]([N:8]2[CH:9]([CH3:14])[CH2:10][O:11][CH2:12][CH2:13]2)[n:7]1. Starting materials: C(C1=CC=CC=C1)N1C(N([C@@H](C1)C(=O)OCC1=CC=CC=C1)C([C@H](C)N[C@@H](CCCCCCCC)C(=O)OCC1=CC=CC=C1)=O)=O (benzyl (4S)-1-benzyl-3-{(2S)-2-[N-((1S)-1-benzyloxycarbonyl-n-nonyl)amino]propionyl}-2-oxo-imidazolidine-4-carboxylate). Reagents/catalysts: [Pd] (palladium black). Product: C(C1=CC=CC=C1)N1C(N([C@@H](C1)C(=O)O)C([C@H](C)N[C@@H](CCCCCCCC)C(=O)O)=O)=O ((4S)-1-benzyl-3-{(2S)-2-[N-((1S)-1-carboxy-n-nonyl)amino]propionyl}-2-oxo-imidazolidine-4-carboxylic acid). Isolated yield 90.9%. Reaction SMILES: [CH2:1]([N:8]1[CH2:12][C@@H:11]([C:13]([O:15]CC2C=CC=CC=2)=[O:14])[N:10]([C:23](=[O:46])[C@@H:24]([NH:26][C@H:27]([C:36]([O:38]CC2C=CC=CC=2)=[O:37])[CH2:28][CH2:29][CH2:30][CH2:31][CH2:32][CH2:33][CH2:34][CH3:35])[CH3:25])[C:9]1=[O:47])[C:2]1[CH:7]=[CH:6][CH:5]=[CH:4][CH:3]=1>[Pd]>[CH2:1]([N:8]1[CH2:12][C@@H:11]([C:13]([OH:15])=[O:14])[N:10]([C:23](=[O:46])[C@@H:24]([NH:26][C@H:27]([C:36]([OH:38])=[O:37])[CH2:28][CH2:29][CH2:30][CH2:31][CH2:32][CH2:33][CH2:34][CH3:35])[CH3:25])[C:9]1=[O:47])[C:2]1[CH:3]=[CH:4][CH:5]=[CH:6][CH:7]=1. Procedure details: 4.3 g of benzyl (4S)-1-benzyl-3-{(2S)-2-[N-((1S)-1-benzyloxycarbonyl-n-nonyl)amino]propionyl}-2-oxo-imidazolidine-4-carboxylate and 200 mg of palladium black are treated in the same manner as described in Example 1-(2), whereby 2.81 g of (4S)-1-benzyl-3-{(2S)-2-[N-((1S)-1-carboxy-n-nonyl)amino]propionyl}-2-oxo-imidazolidine-4-carboxylic acid are obtained as colorless crystals. Yield: 90.9% Reactants: ClC=1C=C(C=CC1OC)C1=C(C(OC1)=O)C1=CC=C(C=C1)OCC1=NC2=CC=CC=C2C=C1 (4-(3-chloro-4-methoxyphenyl)-3-(4-(quinolin-2-ylmethoxy)phenyl)furan-2(5H)-one), BrCC(=O)C1=CC(=C(C=C1)OC)F (2-bromo-1-(3-fluoro-4-methoxyphenyl)ethanone). The product is FC=1C=C(C=CC1OC)C1=C(C(OC1)=O)C1=CC=C(C=C1)OCC1=NC2=CC=CC=C2C=C1 (4-(3-fluoro-4-methoxyphenyl)-3-(4-(quinolin-2-ylmethoxy)phenyl)furan-2(5H)-one). Reaction SMILES: Cl[C:2]1[CH:3]=[C:4]([C:10]2[CH2:14][O:13][C:12](=[O:15])[C:11]=2[C:16]2[CH:21]=[CH:20][C:19]([O:22][CH2:23][C:24]3[CH:33]=[CH:32][C:31]4[C:26](=[CH:27][CH:28]=[CH:29][CH:30]=4)[N:25]=3)=[CH:18][CH:17]=2)[CH:5]=[CH:6][C:7]=1[O:8][CH3:9].BrCC(C1C=CC(OC)=C([F:46])C=1)=O>>[F:46][C:2]1[CH:3]=[C:4]([C:10]2[CH2:14][O:13][C:12](=[O:15])[C:11]=2[C:16]2[CH:21]=[CH:20][C:19]([O:22][CH2:23][C:24]3[CH:33]=[CH:32][C:31]4[C:26](=[CH:27][CH:28]=[CH:29][CH:30]=4)[N:25]=3)=[CH:18][CH:17]=2)[CH:5]=[CH:6][C:7]=1[O:8][CH3:9]. Procedure details: Following the procedures for the preparation of 4-(3-chloro-4-methoxyphenyl)-3-(4-(quinolin-2-ylmethoxy)phenyl)furan-2(5H)-one using 2-bromo-1-(3-fluoro-4-methoxyphenyl)ethanone provided the title compound. 1H NMR (500 MHz, d6-DMSO): δ 8.42-8.38 (m, 1H), 8.16-8.05 (m, 2H), 7.72 (t, J=7.6 Hz, 1H), 7.49-7.39 (m, 2H), 7.66 (d, J=8.2 Hz, 1H); 7.58 (t, J=7.2 Hz, 1H), 7.42-7.36 (m, 1H), 7.29-7.20 (m, 2H), 7.17-7.10 (m, 2H), 5.45 (s, 2H), 5.23 (s, 2H), 3.85 (s, 3H). MS: M+H: m/z=442.2 and HPLC: 92%, (C... Starting materials: BrC1=CC=C(C=O)C=C1 (4-Bromobenzaldehyde), C(C)OC=1C=C(C=CC1)B(O)O (3-ethoxyphenylboronic acid), C([O-])([O-])=O.[Na+].[Na+] (sodium carbonate). The reagents and catalysts are C1=CC=C(C=C1)P([C-]2C=CC=C2)C3=CC=CC=C3.C1=CC=C(C=C1)P([C-]2C=CC=C2)C3=CC=CC=C3.Cl[Pd]Cl.[Fe+2] (Pd(dppf)Cl2). The solvent is CN(C=O)C (N,N-dimethylformamide). Conditions: temperature 80 celsius, time 3 hour. The product is C(C)OC=1C=C(C=CC1)C1=CC=C(C=C1)C=O (3′-ethoxy-biphenyl-4-carbaldehyde). Isolated yield 94.1%. As a reaction SMILES: Br[C:2]1[CH:9]=[CH:8][C:5]([CH:6]=[O:7])=[CH:4][CH:3]=1.[CH2:10]([O:12][C:13]1[CH:14]=[C:15](B(O)O)[CH:16]=[CH:17][CH:18]=1)[CH3:11].C(=O)([O-])[O-].[Na+].[Na+]>C1C=CC(P(C2C=CC=CC=2)[C-]2C=CC=C2)=CC=1.C1C=CC(P(C2C=CC=CC=2)[C-]2C=CC=C2)=CC=1.Cl[Pd]Cl.[Fe+2].CN(C)C=O>[CH2:10]([O:12][C:13]1[CH:18]=[C:17]([C:2]2[CH:9]=[CH:8][C:5]([CH:6]=[O:7])=[CH:4][CH:3]=2)[CH:16]=[CH:15][CH:14]=1)[CH3:11] |f:2.3.4,5.6.7.8|. Procedure: 4-Bromobenzaldehyde (4.0 g, 21.6 mmol), 3-ethoxyphenylboronic acid (4.0 g, 21.6 mmol), a 2N sodium carbonate solution (216.0 mL, 216.0 mmol), and Pd(dppf)Cl2 (1.6 g, 2.2 mmol) were added to N,N-dimethylformamide (216.0 mL). The reaction mixture was stirred at 80° C. for 3 hours and then filtered through celite pad. Distilled water was added to the filtrate, which was then extracted with ethyl acetate. The extract was washed with brine, dried on anhydrous magnesium sulfate, and then concentrated ...